From a dataset of the Open Reaction Database (ORD), a public repository of structured organic reaction records. describe an organic reaction: reactants, conditions, products, and yield The reactants are CC(C#C)OC(=O)NC1=CC(=CC=C1)Cl (BIPC), O (water), C1(=CC(=CC=C1)N)N (m-phenylenediamine), solution, CC(C#C)OC(=O)NC1=CC(=CC=C1)Cl (BIPC). Run in CN1C(CCC1)=O (N-methyl-2-pyrrolidone), CN1C(CCC1)=O (NMP). Reaction conditions: time 15 minute. The product is CC(C#C)OC(=O)NC1=CC(=CC=C1)Cl.C1(=CC(=CC=C1)N)N (BIPC MPD). Isolated yield 88.2%. As a reaction SMILES: [C:1]1([NH2:8])[CH:6]=[CH:5][CH:4]=[C:3]([NH2:7])[CH:2]=1.[CH3:9][CH:10]([O:13][C:14]([NH:16][C:17]1[CH:22]=[CH:21][CH:20]=[C:19]([Cl:23])[CH:18]=1)=[O:15])[C:11]#[CH:12].O>CN1CCCC1=O>[CH3:9][CH:10]([O:13][C:14]([NH:16][C:17]1[CH:22]=[CH:21][CH:20]=[C:19]([Cl:23])[CH:18]=1)=[O:15])[C:11]#[CH:12].[C:1]1([NH2:8])[CH:6]=[CH:5][CH:4]=[C:3]([NH2:7])[CH:2]=1 |f:4.5|. Reported procedure: In a round bottom flask with dropping funnel, stirrer and nitrogen inlet, 41.52 g of m-phenylenediamine (MPD) in 400 ml of dry N-methyl-2-pyrrolidone (NMP) is stirred under nitrogen at room temperature as all but 5 ml of a solution of 100.3 g of BIPC in 60 ml of NMP is added over two minutes. The solution is stirred for 15 minutes as the temperature rises to 85° C. The remaining BIPC solution then is added at a rate of about 1 ml/10 minutes while stirring. The resulting viscous solution is blend... Starting materials: ClC1=CC=C(CN2C(=NC3=C2C=C(C(=C3)F)N3CCNCC3)COC3=CC=CC=C3)C=C1 (1-(4-chloro-benzyl)-5-fluoro-2-phenoxymethyl-6-piperazin-1-yl-1H-benzoimidazole), CN(C)C(=[N+](C)C)ON1C2=C(C=CC=C2)N=N1.[B-](F)(F)(F)F (TBTU), C(C)N(C(C)C)C(C)C (ethyldiisopropylamine), C1(CC1)CC(=O)O (cyclopropyl-acetic acid). The solvent is CN(C)C=O (DMF), O (water). Run at time 1 minute. Product: ClC1=CC=C(CN2C(=NC3=C2C=C(C(=C3)F)N3CCN(CC3)C(CC3CC3)=O)COC3=CC=CC=C3)C=C1 (1-{4-[3-(4-Chloro-benzyl)-6-fluoro-2-phenoxymethyl-3H-benzoimidazol-5-yl]-piperazin-1-yl}-2-cyclopropyl-ethanone). Reaction SMILES: CN(C(ON1N=NC2C=CC=CC1=2)=[N+](C)C)C.[B-](F)(F)(F)F.C(N(C(C)C)C(C)C)C.[CH:32]1([CH2:35][C:36]([OH:38])=O)[CH2:34][CH2:33]1.[Cl:39][C:40]1[CH:70]=[CH:69][C:43]([CH2:44][N:45]2[C:49]3[CH:50]=[C:51]([N:55]4[CH2:60][CH2:59][NH:58][CH2:57][CH2:56]4)[C:52]([F:54])=[CH:53][C:48]=3[N:47]=[C:46]2[CH2:61][O:62][C:63]2[CH:68]=[CH:67][CH:66]=[CH:65][CH:64]=2)=[CH:42][CH:41]=1>CN(C=O)C.O>[Cl:39][C:40]1[CH:70]=[CH:69][C:43]([CH2:44][N:45]2[C:49]3[CH:50]=[C:51]([N:55]4[CH2:60][CH2:59][N:58]([C:36](=[O:38])[CH2:35][CH:32]5[CH2:33][CH2:34]5)[CH2:57][CH2:56]4)[C:52]([F:54])=[CH:53][C:48]=3[N:47]=[C:46]2[CH2:61][O:62][C:63]2[CH:68]=[CH:67][CH:66]=[CH:65][CH:64]=2)=[CH:42][CH:41]=1 |f:0.1|. Reported procedure: 71 mg of TBTU (0.22 mmol), 0.19 ml of ethyldiisopropylamine and 0.022 ml of cyclopropyl-acetic acid were dissolved in 6 ml DMF and stirred for one minute at rt under argon. Then 100 mg of 1-(4-chloro-benzyl)-5-fluoro-2-phenoxymethyl-6-piperazin-1-yl-1H-benzoimidazole (0.22 mmol) were added and the reaction mixture was stirred for 22 h at rt. The reaction mixture was then diluted with 30 ml water and extracted with ethylacetate (twice). The combined organic phases were washed with water and brine... As a reaction SMILES: [NH:1]1[C:9]2[C:4](=[CH:5][CH:6]=[CH:7][CH:8]=2)[C:3]([C:10](=O)[C:11]([N:13]2[CH2:18][CH2:17][CH:16]([O:19][C:20]3[CH:25]=[CH:24][C:23]([CH3:26])=[CH:22][CH:21]=3)[CH2:15][CH2:14]2)=O)=[CH:2]1.[H-].[Al+3].[Li+].[H-].[H-].[H-]>O1CCCC1>[C:23]1([CH3:26])[CH:24]=[CH:25][C:20]([O:19][CH:16]2[CH2:15][CH2:14][N:13]([CH2:11][CH2:10][C:3]3[C:4]4[C:9](=[CH:8][CH:7]=[CH:6][CH:5]=4)[NH:1][CH:2]=3)[CH2:18][CH2:17]2)=[CH:21][CH:22]=1 |f:1.2.3.4.5.6|. Run in O1CCCC1 (tetrahydrofuran), O1CCCC1 (tetrahydrofuran). Procedure: A suspension of 4.0 g of 1-(indol-3-ylglyoxyloyl)-4-(p-tolyloxy)piperidine in 40 ml. of tetrahydrofuran is added dropwise to a stirred suspension of 2.1 g of lithium aluminum hydride in 60 ml. of tetrahydrofuran. After addition is complete the mixture is stirred and refluxed for 3 hours under nitrogen. After cooling, the excess hydride is carefully destroyed with water. The mixture is filtered, the filter cake is washed with tetrahydrofuran, and the filtrate is concentrated to a colorless oil un... Starting materials: N1C=C(C2=CC=CC=C12)C(C(=O)N1CCC(CC1)OC1=CC=C(C=C1)C)=O (1-(indol-3-ylglyoxyloyl)-4-(p-tolyloxy)piperidine), [H-].[Al+3].[Li+].[H-].[H-].[H-] (lithium aluminum hydride). Yields the product C1(=CC=C(C=C1)OC1CCN(CC1)CCC1=CNC2=CC=CC=C12)C (3-{2-[4-(p-tolyloxy)piperidyl]ethyl}indole). Run at time 24 hour. Starting materials: C(=O)NC=1SC=C(N1)C(C(=O)NC1[C@@H]2N(C(=C(CS2)C=C)C(=O)O)C1=O)=NOC (7-[2-(2-formamidothiazol-4-yl)-2-methoxyiminoacetamido]-3-vinyl-3-cephem-4-carboxylic acid), Cl (hydrochloric acid). The solvent is CO (methanol), O1CCCC1 (tetrahydrofuran). Reaction conditions: time 2.7 hour. The product is Cl.NC=1SC=C(N1)C(C(=O)NC1[C@@H]2N(C(=C(CS2)C=C)C(=O)O)C1=O)=NOC (7-[2-(2-aminothiazol-4-yl)-2-methoxyiminoacetamido]-3-vinyl-3-cephem-4-carboxylic acid hydrochloride). As a reaction SMILES: C([NH:3][C:4]1[S:5][CH:6]=[C:7]([C:9](=[N:27][O:28][CH3:29])[C:10]([NH:12][CH:13]2[C:25](=[O:26])[N:15]3[C:16]([C:22]([OH:24])=[O:23])=[C:17]([CH:20]=[CH2:21])[CH2:18][S:19][C@H:14]23)=[O:11])[N:8]=1)=O.[ClH:30]>CO.O1CCCC1>[ClH:30].[NH2:3][C:4]1[S:5][CH:6]=[C:7]([C:9](=[N:27][O:28][CH3:29])[C:10]([NH:12][CH:13]2[C:25](=[O:26])[N:15]3[C:16]([C:22]([OH:24])=[O:23])=[C:17]([CH:20]=[CH2:21])[CH2:18][S:19][C@H:14]23)=[O:11])[N:8]=1 |f:4.5|. Procedure details: To a solution of 7-[2-(2-formamidothiazol-4-yl)-2-methoxyiminoacetamido]-3-vinyl-3-cephem-4-carboxylic acid (syn isomer) (1.4 g) in methanol (30 ml) and tetrahydrofuran (20 ml) was added conc. hydrochloric acid (1.0 ml), and the mixture was stirred at ambient temperature for 2.7 hours. After evaporation of the reaction mixture, the residue was washed with tetrahydrofuran to give 7-[2-(2-aminothiazol-4-yl)-2-methoxyiminoacetamido]-3-vinyl-3-cephem-4-carboxylic acid hydrochloride (syn isomer) (1.2... Reactants: COC(=O)C1=C(N(C=2N(C1C1=CC=C(C=C1)C#N)C(N(N2)CCCS(=O)(=O)CCCOS(=O)(=O)C2=CC=C(C=C2)C)=O)C2=CC(=CC=C2)C(F)(F)F)C (5-(4-Cyano-phenyl)-7-methyl-3-oxo-2-{3-[3-(toluene-4-sulfonyloxy)-propane-1-sulfonyl]-propyl}-8-(3-trifluoromethyl-phenyl)-2,3,5,8-tetrahydro-[1,2,4]triazolo[4,3-a]pyrimidine-6-carboxylic acid methyl ester). The solvent is CN(C)C (trimethylamine), C(C)O (ethanol). Conditions: time 16 hour. The product is C1(=CC=C(C=C1)S(=O)(=O)[O-])C.C(#N)C1=CC=C(C=C1)C1C(=C(N(C=2N1C(N(N2)CCCS(=O)(=O)CCC[N+](C)(C)C)=O)C2=CC(=CC=C2)C(F)(F)F)C)C(=O)OC ((3-{3-[5-(4-Cyano-phenyl)-6-methoxycarbonyl-7-methyl-3-oxo-8-(3-trifluoromethyl-phenyl)-5,8-dihydro-[1,2,4]triazolo[4,3-a]pyrimidin-2-yl]-propane-1-sulfonyl}-propyl)-trimethylammonium toluene-4-sulfonate). Isolated yield 136.1%. RXN SMILES: [CH3:1][O:2][C:3]([C:5]1[CH:10]([C:11]2[CH:16]=[CH:15][C:14]([C:17]#[N:18])=[CH:13][CH:12]=2)[N:9]2[C:19](=[O:42])[N:20]([CH2:22][CH2:23][CH2:24][S:25]([CH2:28][CH2:29][CH2:30][O:31][S:32]([C:35]3[CH:40]=[CH:39][C:38]([CH3:41])=[CH:37][CH:36]=3)(=[O:34])=[O:33])(=[O:27])=[O:26])[N:21]=[C:8]2[N:7]([C:43]2[CH:48]=[CH:47][CH:46]=[C:45]([C:49]([F:52])([F:51])[F:50])[CH:44]=2)[C:6]=1[CH3:53])=[O:4]>CN(C)C.C(O)C>[C:38]1([CH3:41])[CH:37]=[CH:36][C:35]([S:32]([O-:34])(=[O:31])=[O:33])=[CH:40][CH:39]=1.[C:17]([C:14]1[CH:15]=[CH:16][C:11]([CH:10]2[N:9]3[C:19](=[O:42])[N:20]([CH2:22][CH2:23][CH2:24][S:25]([CH2:28][CH2:29][CH2:30][N+:7]([CH3:43])([CH3:8])[CH3:6])(=[O:26])=[O:27])[N:21]=[C:8]3[N:7]([C:43]3[CH:48]=[CH:47][CH:46]=[C:45]([C:49]([F:50])([F:51])[F:52])[CH:44]=3)[C:6]([CH3:53])=[C:5]2[C:3]([O:2][CH3:1])=[O:4])=[CH:12][CH:13]=1)#[N:18] |f:3.4|. Reported procedure: Intermediate 23 (68 mg, 0.09 mmol) was dissolved in 31% trimethylamine in ethanol (3 ml) and stirred at RT for 16 hours. The solvent was evaporated in vacuo, and the resulting residue repeatedly azeotroped with diethyl ether until a solid formed. The solid was collected and dried in vacuo to yield the title compound as an off-white solid (51 mg).